This data is from the Open Reaction Database (ORD), a public repository of structured organic reaction records. The task is: describe an organic reaction: reactants, conditions, products, and yield Reactants: ClC1=C(COC2=CC(NC=C2)=O)C=CC(=C1)Cl (4-(2,4-dichlorobenzyloxy)pyridin-2(1H)-one), BrC=1C=CC2=C(N(C3=C2CN(CCC3)C(=O)OC(C)(C)C)C)N1 (tert-butyl 2-bromo-10-methyl-7,8,9,10-tetrahydropyrido[3′,2′:4,5]pyrrolo[3,2-c]azepine-6(5H)-carboxylate), OC=1C=CC=C2C=CC=NC12 (8-hydroxyquinoline), C(=O)([O-])[O-].[Cs+].[Cs+] (Cs2CO3), Cl (HCl). The reagents and catalysts are [Cu]I (CuI). Solvent: CS(=O)C (DMSO), CCOCC (Et2O), C(Cl)Cl (CH2Cl2). Run at temperature 135 celsius, time 18 hour. The product is Cl.ClC1=C(COC2=CC(N(C=C2)C=2C=CC3=C(N(C4=C3CNCCC4)C)N2)=O)C=CC(=C1)Cl (4-(2,4-Dichlorobenzyloxy)-1-(10-methyl-5,6,7,8,9,10-hexahydropyrido[3′,2′:4,5]pyrrolo[3,2-c]azepin-2-yl)pyridin-2(1H)-one hydrochloride). Isolated yield 130.1%. RXN SMILES: [Cl:1][C:2]1[CH:16]=[C:15]([Cl:17])[CH:14]=[CH:13][C:3]=1[CH2:4][O:5][C:6]1[CH:11]=[CH:10][NH:9][C:8](=[O:12])[CH:7]=1.Br[C:19]1[CH:20]=[CH:21][C:22]2[C:26]3[CH2:27][N:28](C(OC(C)(C)C)=O)[CH2:29][CH2:30][CH2:31][C:25]=3[N:24]([CH3:39])[C:23]=2[N:40]=1.OC1C=CC=C2C=1N=CC=C2.C([O-])([O-])=O.[Cs+].[Cs+].Cl>CS(C)=O.CCOCC.C(Cl)Cl.[Cu]I>[ClH:1].[Cl:1][C:2]1[CH:16]=[C:15]([Cl:17])[CH:14]=[CH:13][C:3]=1[CH2:4][O:5][C:6]1[CH:11]=[CH:10][N:9]([C:19]2[CH:20]=[CH:21][C:22]3[C:26]4[CH2:27][NH:28][CH2:29][CH2:30][CH2:31][C:25]=4[N:24]([CH3:39])[C:23]=3[N:40]=2)[C:8](=[O:12])[CH:7]=1 |f:3.4.5,11.12|. Reported procedure: A suspension of 4-(2,4-dichlorobenzyloxy)pyridin-2(1H)-one (85 mg, 0.31 mmol), tert-butyl 2-bromo-10-methyl-7,8,9,10-tetrahydropyrido[3′,2′:4,5]pyrrolo[3,2-c]azepine-6(5H)-carboxylate (131 mg, 0.345 mmol), CuI (71 mg, 0.38 mmol), 8-hydroxyquinoline (9 mg, 0.06 mmol) and Cs2CO3 (112 mg, 0.345 mmol) in DMSO (10 mL) was degassed under reduced pressure for 45 min. The suspension was put under N2 and stirred at 135° C. for 18 h. The suspension was cooled, 9:0.9:0.1 CH2Cl2/MeOH/NH4OH (10 mL) was added...